From a dataset of the Open Reaction Database (ORD), a public repository of structured organic reaction records. describe an organic reaction: reactants, conditions, products, and yield Reactants: CC(C)Oc1ccc(-c2nc(Br)ns2)cc1Cl, COC=Cc1cccc(B(O)O)c1OC, CN(C)C=O, [K+], [K+], [K+], O, O=P([O-])([O-])[O-], c1ccc(P(c2ccccc2)(c2ccccc2)[Pd](P(c2ccccc2)(c2ccccc2)c2ccccc2)(P(c2ccccc2)(c2ccccc2)c2ccccc2)P(c2ccccc2)(c2ccccc2)c2ccccc2)cc1. Product: COC=Cc1cccc(-c2nsc(-c3ccc(OC(C)C)c(Cl)c3)n2)c1OC. Reaction SMILES: [Br:1][c:2]1[n:3][s:4][c:5](-[c:7]2[cH:8][c:9]([Cl:17])[c:10]([O:13][CH:14]([CH3:15])[CH3:16])[cH:11][cH:12]2)[n:6]1.[CH3:18][O:19][c:20]1[c:21]([B:30]([OH:31])[OH:32])[cH:22][cH:23][cH:24][c:25]1[CH:26]=[CH:27][O:28][CH3:29].[CH3:41][N:42]([CH3:43])[CH:44]=[O:45].[K+:38].[K+:39].[K+:40].[OH2:46].[P:33]([O-:34])([O-:35])([O-:36])=[O:37].[cH:47]1[cH:48][cH:49][c:50]([P:51]([Pd:52]([P:53]([c:54]2[cH:55][cH:56][cH:57][cH:58][cH:59]2)([c:60]2[cH:61][cH:62][cH:63][cH:64][cH:65]2)[c:66]2[cH:67][cH:68][cH:69][cH:70][cH:71]2)([P:72]([c:73]2[cH:74][cH:75][cH:76][cH:77][cH:78]2)([c:79]2[cH:80][cH:81][cH:82][cH:83][cH:84]2)[c:85]2[cH:86][cH:87][cH:88][cH:89][cH:90]2)[P:91]([c:92]2[cH:93][cH:94][cH:95][cH:96][cH:97]2)([c:98]2[cH:99][cH:100][cH:101][cH:102][cH:103]2)[c:104]2[cH:105][cH:106][cH:107][cH:108][cH:109]2)([c:110]2[cH:111][cH:112][cH:113][cH:114][cH:115]2)[c:116]2[cH:117][cH:118][cH:119][cH:120][cH:121]2)[cH:122][cH:123]1>>[c:2]1(-[c:21]2[c:20]([O:19][CH3:18])[c:25]([CH:26]=[CH:27][O:28][CH3:29])[cH:24][cH:23][cH:22]2)[n:3][s:4][c:5](-[c:7]2[cH:8][c:9]([Cl:17])[c:10]([O:13][CH:14]([CH3:15])[CH3:16])[cH:11][cH:12]2)[n:6]1. Reactants: ClC1=CC(=C(N)C=C1OC1=CC=C(C=C1)C(F)(F)F)[N+](=O)[O-] (4-chloro-2-nitro-5-[4-(trifluoromethyl)phenoxy]aniline), Cl (hydrogen chloride). Reagents/catalysts: [Zn] (Zn). Run in C(C)O (ethanol). Run at temperature 85 celsius, time 1.5 hour. Product: ClC=1C=C(C(=CC1OC1=CC=C(C=C1)C(F)(F)F)N)N (4-chloro-5-[4-(trifluoromethyl)phenoxy]benzene-1,2-diamine). Isolated yield 79.1%. RXN SMILES: [Cl:1][C:2]1[C:8]([O:9][C:10]2[CH:15]=[CH:14][C:13]([C:16]([F:19])([F:18])[F:17])=[CH:12][CH:11]=2)=[CH:7][C:5]([NH2:6])=[C:4]([N+:20]([O-])=O)[CH:3]=1.Cl>C(O)C.[Zn]>[Cl:1][C:2]1[CH:3]=[C:4]([NH2:20])[C:5]([NH2:6])=[CH:7][C:8]=1[O:9][C:10]1[CH:15]=[CH:14][C:13]([C:16]([F:19])([F:17])[F:18])=[CH:12][CH:11]=1. Reported procedure: To a solution of 4,5-dichloro-2-nitroaniline (5 g, 24.15 mmol) in DMSO (15 ml) was added potassium carbonate (6.62 g, 47.90 mmol) and 4-(trifluoromethyl)phenol (6.6 g, 40.71 mmol) in several batches. The resulting solution was stirred for 8 h at 90° C. in an oil bath maintained with an inert atmosphere of nitrogen. The reaction mixture was then quenched by the addition of water (200 ml), extracted with ethyl acetate (5×100 ml) and the organic layers combined. The resulting mixture was washed wit...